From a dataset of the Open Reaction Database (ORD), a public repository of structured organic reaction records. describe an organic reaction: reactants, conditions, products, and yield Reactants: ClC1=CC=C(OC(C(=O)O)(C)C)C=C1 (2-(4-chlorophenoxy)-2-methylpropionic acid), S(=O)(Cl)Cl (thionyl chloride). Yields the product ClC1=CC=C(OC(C(=O)Cl)(C)C)C=C1 (2- (4-chlorophenoxy) -2-methylpropionyl chloride). As a reaction SMILES: [Cl:1][C:2]1[CH:14]=[CH:13][C:5]([O:6][C:7]([CH3:12])([CH3:11])[C:8](O)=[O:9])=[CH:4][CH:3]=1.S(Cl)([Cl:17])=O>>[Cl:1][C:2]1[CH:14]=[CH:13][C:5]([O:6][C:7]([CH3:12])([CH3:11])[C:8]([Cl:17])=[O:9])=[CH:4][CH:3]=1. Procedure details: A mixture of 2-(4-chlorophenoxy)-2-methylpropionic acid (15.0 g) and thionyl chloride (70 ml) was boiled under reflux for 1 hour. The thionyl chloride was distilled off and the residue distilled under vacuum to give 2- (4-chlorophenoxy) -2-methylpropionyl chloride, b.p. 84-87° C. at 0.07 mbar. A solution of this chloride (14.17 g) in dichloromethane (50 ml) was added dropwise to a mixture of 1-(3-aminopropyl)imidazole (7.63 g), triethylamine (6.78 g) and dichloromethane (100 ml) at below 0° C. w... Reactants: C(C)C1=NC2=CC=CC=C2C(N1CCN1CCN(CC1)C1=CC(=CC=C1)C(F)(F)F)=O (2-ethyl-3-(2-(4-(3-(trifluoromethyl)phenyl)piperazine-1-yl)ethyl) quinazoline-4 (3H)-one), ClC1=C(C=CC=C1)N1CCNCC1 (1-(2-chlorophenyl)piperazine). The product is ClC1=C(C=CC=C1)N1CCN(CC1)CCN1C(=NC2=CC=CC=C2C1=O)CC (3-(2-(4-(2-chlorophenyl)piperazine-1-yl)ethyl)-2-ethylquinazoline-4 (3H)-one). As a reaction SMILES: [CH2:1]([C:3]1[N:12]([CH2:13][CH2:14][N:15]2[CH2:20][CH2:19][N:18]([C:21]3[CH:26]=[CH:25][CH:24]=[C:23](C(F)(F)F)[CH:22]=3)[CH2:17][CH2:16]2)[C:11](=[O:31])[C:10]2[C:5](=[CH:6][CH:7]=[CH:8][CH:9]=2)[N:4]=1)[CH3:2].[Cl:32]C1C=CC=CC=1N1CCNCC1>>[Cl:32][C:22]1[CH:23]=[CH:24][CH:25]=[CH:26][C:21]=1[N:18]1[CH2:19][CH2:20][N:15]([CH2:14][CH2:13][N:12]2[C:11](=[O:31])[C:10]3[C:5](=[CH:6][CH:7]=[CH:8][CH:9]=3)[N:4]=[C:3]2[CH2:1][CH3:2])[CH2:16][CH2:17]1. Procedure details: This compound was prepared in compliance with the procedure described in 7d, using 1-(2-chlorophenyl)piperazine instead of 1-(3-(trifluoromethyl)phenyl)piperazine. Starting materials: CCOC(=O)CCCBr, CN(C)C=O, N#CCc1cccc(F)c1F, [H-], [Na+], O. Yields the product CCOC(=O)CCCC(C#N)c1cccc(F)c1F. As a reaction SMILES: [Br:14][CH2:15][CH2:16][CH2:17][C:18](=[O:19])[O:20][CH2:21][CH3:22].[CH3:24][N:25]([CH3:26])[CH:27]=[O:28].[F:3][c:4]1[c:5]([CH2:11][C:12]#[N:13])[cH:6][cH:7][cH:8][c:9]1[F:10].[H-:1].[Na+:2].[OH2:23]>>[F:3][c:4]1[c:5]([CH:11]([C:12]#[N:13])[CH2:15][CH2:16][CH2:17][C:18](=[O:19])[O:20][CH2:21][CH3:22])[cH:6][cH:7][cH:8][c:9]1[F:10]. The reactants are CC(C)C(C#N)C(=O)NC(N)=O, COC(=O)C(C#N)C(C)C, COC(=O)CC#N, CC(C)=O, [Na+], [OH-], O=S(=O)(O)O. The product is CC(C)C(C#N)C(=O)O. Reaction SMILES: [C:1]([CH:2]([CH:3]([CH3:4])[CH3:5])[C:6]([NH:7][C:8]([NH2:9])=[O:10])=[O:11])#[N:12].[C:20](#[N:21])[CH:22]([C:23](=[O:24])[O:25][CH3:26])[CH:27]([CH3:28])[CH3:29].[CH3:13][O:14][C:15]([CH2:16][C:17]#[N:18])=[O:19].[CH3:37][C:38](=[O:39])[CH3:40].[Na+:31].[OH-:30].[S:32](=[O:33])(=[O:34])([OH:35])[OH:36]>>[C:20](#[N:21])[CH:22]([C:23](=[O:24])[OH:25])[CH:27]([CH3:28])[CH3:29].